From a dataset of the Open Reaction Database (ORD), a public repository of structured organic reaction records. describe an organic reaction: reactants, conditions, products, and yield The reactants are C1CSCCN1, O=C(CCl)N1CCC(C2c3ccc(Cl)c(Br)c3CCc3cc(Br)cnc32)CC1, ClCCl, O. Product: O=C(CN1CCSCC1)N1CCC(C2c3ccc(Cl)c(Br)c3CCc3cc(Br)cnc32)CC1. Reaction SMILES: [CH2:29]1[CH2:30][S:31][CH2:32][CH2:33][NH:34]1.[Cl:1][c:2]1[cH:3][cH:4][c:5]2[c:6]([c:27]1[Br:28])[CH2:7][CH2:8][c:9]1[c:10]([n:11][cH:12][c:13]([Br:15])[cH:14]1)[CH:16]2[CH:17]1[CH2:18][CH2:19][N:20]([C:23]([CH2:24][Cl:25])=[O:26])[CH2:21][CH2:22]1.[Cl:35][CH2:36][Cl:37].[OH2:38]>>[Cl:1][c:2]1[cH:3][cH:4][c:5]2[c:6]([c:27]1[Br:28])[CH2:7][CH2:8][c:9]1[c:10]([n:11][cH:12][c:13]([Br:15])[cH:14]1)[CH:16]2[CH:17]1[CH2:18][CH2:19][N:20]([C:23]([CH2:24][N:34]2[CH2:29][CH2:30][S:31][CH2:32][CH2:33]2)=[O:26])[CH2:21][CH2:22]1. Starting materials: O=C([O-])[O-], CCC(C)=O, [K+], [K+], OCCCl, Oc1ccc(-n2ccnc2)cc1. Product: OCCOc1ccc(-n2ccnc2)cc1. RXN SMILES: [C:17](=[O:18])([O-:19])[O-:20].[CH2:23]([C:24]([CH3:25])=[O:26])[CH3:27].[K+:21].[K+:22].[OH:13][CH2:14][CH2:15][Cl:16].[n:1]1(-[c:6]2[cH:7][cH:8][c:9]([OH:12])[cH:10][cH:11]2)[cH:2][n:3][cH:4][cH:5]1>>[n:1]1(-[c:6]2[cH:7][cH:8][c:9]([O:12][CH2:15][CH2:14][OH:13])[cH:10][cH:11]2)[cH:2][n:3][cH:4][cH:5]1. Reactants: C(C1=CC=CC=C1)C1=C(NC2=CC=CC=C12)C=O (3-benzyl-2-indolecarbaldehyde), C(C)(=O)[O-].[NH4+] (ammonium acetate), [N+](=O)([O-])C (nitromethane). Solvent: CO (methanol). Product: C(C1=CC=CC=C1)C1=C(NC2=CC=CC=C12)C=C[N+](=O)[O-] (3-benzyl-2-(2-nitrovinyl)indole). Reaction SMILES: [CH2:1]([C:8]1[C:16]2[C:11](=[CH:12][CH:13]=[CH:14][CH:15]=2)[NH:10][C:9]=1[CH:17]=O)[C:2]1[CH:7]=[CH:6][CH:5]=[CH:4][CH:3]=1.C([O-])(=O)C.[NH4+].[N+:24]([CH3:27])([O-:26])=[O:25]>CO>[CH2:1]([C:8]1[C:16]2[C:11](=[CH:12][CH:13]=[CH:14][CH:15]=2)[NH:10][C:9]=1[CH:17]=[CH:27][N+:24]([O-:26])=[O:25])[C:2]1[CH:7]=[CH:6][CH:5]=[CH:4][CH:3]=1 |f:1.2|. Reported procedure: A mixture of 3-benzyl-2-indolecarbaldehyde (7.06 g), ammonium acetate (462 mg) and nitromethane (10.5 ml)in methanol (30 ml) was refluxed for 2 hours. After cooling, precipitates formed were collected and washed two times with chilled methanol (5 ml) to give 3-benzyl-2-(2-nitrovinyl)indole. Reactants: CC(C)(C)OC(=O)N1CCCC(CNc2cc(Br)ncc2[N+](=O)[O-])C1, CC(C)(C)[O-], Cc1ccccc1, N#Cc1cnc(N)cn1, [Na+], CC(=O)[O-], CC(=O)[O-], CN(C)C=O, [Pd+2]. The product is CC(C)(C)OC(=O)N1CCCC(CNc2cc(Nc3cnc(C#N)cn3)ncc2[N+](=O)[O-])C1. Reaction SMILES: [Br:16][c:17]1[n:18][cH:19][c:20]([N+:38](=[O:39])[O-:40])[c:21]([NH:23][CH2:24][CH:25]2[CH2:26][N:27]([C:31](=[O:32])[O:33][C:34]([CH3:35])([CH3:36])[CH3:37])[CH2:28][CH2:29][CH2:30]2)[cH:22]1.[CH3:10][C:11]([CH3:12])([O-:13])[CH3:14].[CH3:46][c:47]1[cH:48][cH:49][cH:50][cH:51][cH:52]1.[NH2:1][c:2]1[n:3][cH:4][c:5]([C:8]#[N:9])[n:6][cH:7]1.[Na+:15].[O-:54][C:55]([CH3:56])=[O:57].[O-:58][C:59]([CH3:60])=[O:61].[O:41]=[CH:42][N:43]([CH3:44])[CH3:45].[Pd+2:53]>>[NH:1]([c:2]1[n:3][cH:4][c:5]([C:8]#[N:9])[n:6][cH:7]1)[c:17]1[n:18][cH:19][c:20]([N+:38](=[O:39])[O-:40])[c:21]([NH:23][CH2:24][CH:25]2[CH2:26][N:27]([C:31](=[O:32])[O:33][C:34]([CH3:35])([CH3:36])[CH3:37])[CH2:28][CH2:29][CH2:30]2)[cH:22]1. The reactants are COC(=O)CC(C)=O, CCBr. Yields the product CCC(C(C)=O)C(=O)OC. Reaction SMILES: [C:1]([CH2:2][C:3](=[O:4])[CH3:5])(=[O:6])[O:7][CH3:8].[CH2:9]([CH3:10])[Br:11]>>[C:1]([CH:2]([C:3](=[O:4])[CH3:5])[CH2:9][CH3:10])(=[O:6])[O:7][CH3:8]. The reactants are C(C1=CC=CC=C1)N(CC1=CC=CC=C1)CC1CCN(CC1)CC(C)(O)C (1-{4-[(dibenzylamino)methyl]piperidin-1-yl}-2-methylpropan-2-ol), [H-].[Na+] (sodium hydride), IC (iodomethane). The solvent is O1CCCC1 (tetrahydrofuran), O1CCCC1 (tetrahydrofuran), CN(C=O)C (N,N-dimethylformamide). Conditions: time 30 minute. Product: C(C1=CC=CC=C1)N(CC1CCN(CC1)CC(C)(C)OC)CC1=CC=CC=C1 (N,N-dibenzyl-N-{[1-(2-methoxy-2-methylpropyl)piperidin-4-yl]methyl}amine). The yield is 24.4%. As a reaction SMILES: [H-].[Na+].[CH2:3]([N:10]([CH2:18][CH:19]1[CH2:24][CH2:23][N:22]([CH2:25][C:26]([CH3:29])([OH:28])[CH3:27])[CH2:21][CH2:20]1)[CH2:11][C:12]1[CH:17]=[CH:16][CH:15]=[CH:14][CH:13]=1)[C:4]1[CH:9]=[CH:8][CH:7]=[CH:6][CH:5]=1.I[CH3:31]>O1CCCC1.CN(C)C=O>[CH2:3]([N:10]([CH2:11][C:12]1[CH:13]=[CH:14][CH:15]=[CH:16][CH:17]=1)[CH2:18][CH:19]1[CH2:24][CH2:23][N:22]([CH2:25][C:26]([O:28][CH3:31])([CH3:29])[CH3:27])[CH2:21][CH2:20]1)[C:4]1[CH:5]=[CH:6][CH:7]=[CH:8][CH:9]=1 |f:0.1|. Procedure details: To a suspension of sodium hydride (abt. 60% in mineral oil, 342 mg, 8.6 mmol) in a mixture of tetrahydrofuran (20 mL) and N,N-dimethylformamide (10 mL) was added a solution of 1-{4-[(dibenzylamino)methyl]piperidin-1-yl}-2-methylpropan-2-ol (EXAMPLE 4, Step 4, 3.0 g, 8.2 mmol) in tetrahydrofuran (20 ml) at 0° C. Afer being stirred at the same temperature for 30 min, 0.53 mL (8.6 mmol) of iodomethane was added to the mixture. The mixture was stirred at ambient temperature for 3 days. The mixture w...